This data is from the Open Reaction Database (ORD), a public repository of structured organic reaction records. The task is: describe an organic reaction: reactants, conditions, products, and yield The reactants are CS(=O)(=O)C1=CC=C(COC=2C=CC(=NC2)C=O)C=C1 (5-(4-methanesulfonyl-benzyloxy)-pyridine-2-carbaldehyde), Cl.NO (hydroxylamine hydrochloride), C(=O)(O)[O-].[Na+] (NaHCO3). Run in C(C)O (ethanol), O (water). Reaction conditions: time 14 hour. Product: CS(=O)(=O)C1=CC=C(COC=2C=CC(=NC2)C=NO)C=C1 (5-(4-methanesulfonyl-benzyloxy)-pyridine-2-carbaldehyde oxime). Yield: 82.8%. As a reaction SMILES: [CH3:1][S:2]([C:5]1[CH:20]=[CH:19][C:8]([CH2:9][O:10][C:11]2[CH:12]=[CH:13][C:14]([CH:17]=O)=[N:15][CH:16]=2)=[CH:7][CH:6]=1)(=[O:4])=[O:3].Cl.[NH2:22][OH:23].C([O-])(O)=O.[Na+]>C(O)C.O>[CH3:1][S:2]([C:5]1[CH:20]=[CH:19][C:8]([CH2:9][O:10][C:11]2[CH:12]=[CH:13][C:14]([CH:17]=[N:22][OH:23])=[N:15][CH:16]=2)=[CH:7][CH:6]=1)(=[O:4])=[O:3] |f:1.2,3.4|. Procedure: To a solution of 5-(4-methanesulfonyl-benzyloxy)-pyridine-2-carbaldehyde (2.44 g, 8.4 mmol) in ethanol (1.5 mL) at 0° C. was added dropwise a solution of hydroxylamine hydrochloride (1.2 g) and NaHCO3 (1.6 g) in water (15 mL) and stirred at rt for 14 h. The reaction mixture was then filtered and the filtrate air-dried to yield 5-(4-methanesulfonyl-benzyloxy)-pyridine-2-carbaldehyde oxime (2.13 g, 83%) as a white solid. Starting materials: NC1=C(C(=NO1)C)Br (5-amino-4-bromo-3-methylisoxazole), ClS(=O)(=O)C=1SC(=CC1)C=1C=C(C=CC1)C (2-chlorosulfonyl-5-(3-tolyl)thiophene). Yields the product ammonium salt, BrC=1C(=NOC1NS(=O)(=O)C=1SC(=CC1)C=1C=C(C=CC1)C)C (N-(4-bromo-3-methyl-5-isoxazolyl)-5-(3-tolyl)thiophene-2-sulfonamide), [NH4+].[OH-] (NH4OH). As a reaction SMILES: Cl[S:2]([C:5]1[S:6][C:7]([C:10]2[CH:11]=[C:12]([CH3:16])[CH:13]=[CH:14][CH:15]=2)=[CH:8][CH:9]=1)(=[O:4])=[O:3].[NH2:17][C:18]1[O:22][N:21]=[C:20]([CH3:23])[C:19]=1[Br:24]>>[Br:24][C:19]1[C:20]([CH3:23])=[N:21][O:22][C:18]=1[NH:17][S:2]([C:5]1[S:6][C:7]([C:10]2[CH:11]=[C:12]([CH3:16])[CH:13]=[CH:14][CH:15]=2)=[CH:8][CH:9]=1)(=[O:4])=[O:3].[NH4+:17].[OH-:3] |f:3.4|. Reported procedure: N-(4-bromo-3-methyl-5-isoxazolyl)-5-(3-tolyl) thiophene-2-sulfonamide was prepared in the same manner as described in the Example 117C using 2-chlorosulfonyl-5-(3-tolyl)thiophene and 5-amino-4-bromo-3-methylisoxazole. To obtain the ammonium salt of the final product, aqueous NH4OH was used (31% yield; hygroscopic). Starting materials: O=Cc1ccc(O)c2c1CCC(=O)N2Cc1ccccc1, C1CCNCC1, CC(=O)O, Cc1ccccc1, O=C1CSC(=O)N1. The product is O=C1NC(=O)C(=Cc2ccc(O)c3c2CCC(=O)N3Cc2ccccc2)S1. As a reaction SMILES: [CH2:1]([c:2]1[cH:3][cH:4][cH:5][cH:6][cH:7]1)[N:8]1[C:9](=[O:21])[CH2:10][CH2:11][c:12]2[c:13]([CH:19]=[O:20])[cH:14][cH:15][c:16]([OH:18])[c:17]21.[CH2:29]1[CH2:30][CH2:31][NH:32][CH2:33][CH2:34]1.[CH3:35][C:36](=[O:37])[OH:38].[CH3:39][c:40]1[cH:41][cH:42][cH:43][cH:44][cH:45]1.[S:22]1[C:23](=[O:28])[NH:24][C:25](=[O:27])[CH2:26]1>>[CH2:1]([c:2]1[cH:3][cH:4][cH:5][cH:6][cH:7]1)[N:8]1[C:9](=[O:21])[CH2:10][CH2:11][c:12]2[c:13]([CH:19]=[C:26]3[S:22][C:23](=[O:28])[NH:24][C:25]3=[O:27])[cH:14][cH:15][c:16]([OH:18])[c:17]21. Reactants: C([O-])([O-])=O.[K+].[K+] (potassium carbonate), C(C)(C)(C)OC(=O)N1CCC(CC1)NC(C1=CC(=CC(=C1)OC)O)=O (4-(3-hydroxy-5-methoxy-benzoylamino)-piperidine-1-carboxylic acid tert-butyl ester), C1(=CC=C(C=C1)S(=O)(=O)OCC1OC(OC1)(C)C)C (rac-2,2-dimethyl-1,3-dioxolan-4-yl-methyl p-toluenesulfonate). Run in CC#N (MeCN). Product: C(C)(C)(C)OC(=O)N1CCC(CC1)NC(C1=CC(=CC(=C1)OC)OCC1OC(OC1)(C)C)=O (rac-4-[3-(2,2-Dimethyl-[1,31 dioxolan-4-ylmethoxy)-5-methoxy-benzoylamino]-piperidine-1-carboxylic acid tert-butyl ester). The yield is 71.1%. As a reaction SMILES: [C:1]([O:5][C:6]([N:8]1[CH2:13][CH2:12][CH:11]([NH:14][C:15](=[O:25])[C:16]2[CH:21]=[C:20]([O:22][CH3:23])[CH:19]=[C:18](O)[CH:17]=2)[CH2:10][CH2:9]1)=[O:7])([CH3:4])([CH3:3])[CH3:2].C(=O)([O-])[O-].[K+].[K+].C1(C)C=CC(S([O:41][CH2:42][CH:43]2[CH2:47][O:46][C:45]([CH3:49])([CH3:48])[O:44]2)(=O)=O)=CC=1>CC#N>[C:1]([O:5][C:6]([N:8]1[CH2:13][CH2:12][CH:11]([NH:14][C:15](=[O:25])[C:16]2[CH:21]=[C:20]([O:22][CH3:23])[CH:19]=[C:18]([O:41][CH2:42][CH:43]3[CH2:47][O:46][C:45]([CH3:48])([CH3:49])[O:44]3)[CH:17]=2)[CH2:10][CH2:9]1)=[O:7])([CH3:4])([CH3:3])[CH3:2] |f:1.2.3|. Procedure details: 1.60 g (4.6 mmol) of 4-(3-hydroxy-5-methoxy-benzoylamino)-piperidine-1-carboxylic acid tert-butyl ester (example 168a) was dissolved in 50 ml of MeCN at rt; 1.29 g (9.4 mmol) of anhydrous potassium carbonate was added, followed by 1.495 g (4.8 mmol) of rac-2,2-dimethyl-1,3-dioxolan-4-yl-methyl p-toluenesulfonate. The reaction mixture was stirred at reflux for 22 hours. It was then cooled down to ambient temperature and poured into crashed ice and extracted twice with EtOAc. The organic phases we... Starting materials: N[C@@H](CC1=CC=CC=C1)C(=O)O (L-phenylalanine), COC([C@@H](N)CC(=O)OC)=O (L-aspartic acid dimethyl ester), COC(CC1NC(C(NC1=O)CC1=CC=CC=C1)=O)=O (5-benzyl-3,6-dioxo-2-piperazine acetic acid methyl ester), N-carboxylic acid anhydride. Yields the product C(C1=CC=CC=C1)C1NC(C(NC1=O)CC(=O)O)=O (5-benzyl-3,6-dioxo-2-piperazine acetic acid), COC(CC1NC(C(NC1=O)CC1=CC=CC=C1)=O)=O (5-benzyl-3,6-dioxo-2-piperazine acetic acid methyl ester). RXN SMILES: [CH3:1][O:2][C:3](=[O:20])[CH2:4][CH:5]1[C:10](=[O:11])[NH:9][CH:8]([CH2:12][C:13]2[CH:18]=[CH:17][CH:16]=[CH:15][CH:14]=2)[C:7](=[O:19])[NH:6]1.N[C@H](C(O)=O)CC1C=CC=CC=1.COC(=O)[C@H](CC(OC)=O)N>>[CH2:12]([CH:8]1[C:7](=[O:19])[NH:6][CH:5]([CH2:4][C:3]([OH:20])=[O:2])[C:10](=[O:11])[NH:9]1)[C:13]1[CH:14]=[CH:15][CH:16]=[CH:17][CH:18]=1.[CH3:1][O:2][C:3](=[O:20])[CH2:4][CH:5]1[C:10](=[O:11])[NH:9][CH:8]([CH2:12][C:13]2[CH:14]=[CH:15][CH:16]=[CH:17][CH:18]=2)[C:7](=[O:19])[NH:6]1. Procedure details: The present inventors have further found that 5-benzyl-3,6-dioxo-2-piperazine acetic acid methyl ester is also obtained by condensating and cyclizing the N-carboxylic acid anhydride of L-phenylalanine and L-aspartic acid dimethyl ester in an organic solvent, and 5-benzyl-3,6-dioxo-2-piperazine acetic acid is obtained by hydrolyzing 5-benzyl-3,6-dioxo-2-piperazine acetic acid methyl ester with an alkali, if necessary. Reactants: N(C1=CC=CC=C1)/C(/C(=O)[O-])=C\C(=O)[O-] (anilinofumarate), ClC(C(C(=O)OCC)Cl)C(=O)OCC (diethyl dichlorosuccinate). The product is N(C1=CC=CC=C1)/C(/C(=O)OCC)=C\C(=O)OCC (diethyl anilinofumarate). RXN SMILES: [NH:1](/C(=C\C([O-])=O)/C([O-])=O)[C:2]1[CH:7]=[CH:6][CH:5]=[CH:4][CH:3]=1.Cl[CH:17]([C:25]([O:27][CH2:28][CH3:29])=[O:26])[CH:18](Cl)[C:19]([O:21][CH2:22][CH3:23])=[O:20]>>[NH:1](/[C:18](=[CH:17]\[C:25]([O:27][CH2:28][CH3:29])=[O:26])/[C:19]([O:21][CH2:22][CH3:23])=[O:20])[C:2]1[CH:7]=[CH:6][CH:5]=[CH:4][CH:3]=1. Procedure: The crude yield (14.7 g) assays as 63.1% anilinofumarate. This is a 73% yield based on aniline as the limiting reagent or 66.5% yield based on the real diethyl dichlorosuccinate charged. The reactants are COC1=C(C=CC=C1)SCCCOC1OCCCC1 ((RS)-2-[3-(2-methoxy-phenylsulphanyl)-propoxy]-tetrahydro-pyran), C1(=CC=C(C=C1)S(=O)(=O)[O-])C.[NH+]1=CC=CC=C1 (pyridinium toluene-4-sulphonate). The solvent is CO (methanol). Yields the product COC1=C(C=CC=C1)SCCCO (3-(2-methoxy-phenylsulphanyl)-propane-1-ol). RXN SMILES: [CH3:1][O:2][C:3]1[CH:8]=[CH:7][CH:6]=[CH:5][C:4]=1[S:9][CH2:10][CH2:11][CH2:12][O:13]C1CCCCO1.C1(C)C=CC(S([O-])(=O)=O)=CC=1.[NH+]1C=CC=CC=1>CO>[CH3:1][O:2][C:3]1[CH:8]=[CH:7][CH:6]=[CH:5][C:4]=1[S:9][CH2:10][CH2:11][CH2:12][OH:13] |f:1.2|. Procedure: A solution of 9.5 g (33.6 mmol) of (RS)-2-[3-(2-methoxy-phenylsulphanyl)-propoxy]-tetrahydro-pyran and 1.0 g (4 mmol) of pyridinium toluene-4-sulphonate in 100 ml of methanol was heated to reflux for 2 hours. For the working-up, the solvent was distilled off under reduced pressure and then the residue was partitioned between ethyl acetate and saturated sodium hydrogen carbonate solution. The organic phase was subsequently dried over sodium sulphate and evaporated under reduced pressure. The 3-(2... Reactants: ClCCl, CN=C=O, CN(C)C(=O)N1CC(O)C(Oc2ccc(Cl)cc2)C1. Product: CNC(=O)OC1CN(C(=O)N(C)C)CC1Oc1ccc(Cl)cc1. RXN SMILES: [CH2:24]([Cl:25])[Cl:26].[CH3:20][N:21]=[C:22]=[O:23].[Cl:1][c:2]1[cH:3][cH:4][c:5]([O:6][CH:7]2[CH2:8][N:9]([C:13](=[O:14])[N:15]([CH3:16])[CH3:17])[CH2:10][CH:11]2[OH:12])[cH:18][cH:19]1>>[Cl:1][c:2]1[cH:3][cH:4][c:5]([O:6][CH:7]2[CH2:8][N:9]([C:13](=[O:14])[N:15]([CH3:16])[CH3:17])[CH2:10][CH:11]2[O:12][C:22]([NH:21][CH3:20])=[O:23])[cH:18][cH:19]1. The reactants are CS(=O)(=O)Cl, Cc1ccccc1, Cc1nn(-c2cc(N)c(Cl)cc2Cl)c(=O)n1C(F)F, CN(C)C=O, O. The product is Cc1nn(-c2cc(NS(C)(=O)=O)c(Cl)cc2Cl)c(=O)n1C(F)F. Reaction SMILES: [CH3:20][S:21]([Cl:22])(=[O:23])=[O:24].[CH3:30][c:31]1[cH:32][cH:33][cH:34][cH:35][cH:36]1.[NH2:1][c:2]1[c:3]([Cl:19])[cH:4][c:5]([Cl:18])[c:6](-[n:8]2[n:9][c:10]([CH3:17])[n:11]([CH:14]([F:15])[F:16])[c:12]2=[O:13])[cH:7]1.[O:25]=[CH:26][N:27]([CH3:28])[CH3:29].[OH2:37]>>[NH:1]([c:2]1[c:3]([Cl:19])[cH:4][c:5]([Cl:18])[c:6](-[n:8]2[n:9][c:10]([CH3:17])[n:11]([CH:14]([F:15])[F:16])[c:12]2=[O:13])[cH:7]1)[S:21]([CH3:20])(=[O:23])=[O:24]. The reactants are [Br-], CO, O=c1ncc(Cl)c[nH]1, Cl, Fc1ccc(SCCl)cc1, [K+]. Yields the product O=c1ncc(Cl)cn1CSc1ccc(F)cc1. RXN SMILES: [Br-:20].[CH3:22][OH:23].[Cl:2][c:3]1[cH:4][n:5][c:6](=[O:9])[nH:7][cH:8]1.[ClH:1].[F:10][c:11]1[cH:12][cH:13][c:14]([S:17][CH2:18][Cl:19])[cH:15][cH:16]1.[K+:21]>>[Cl:2][c:3]1[cH:4][n:5]([CH2:18][S:17][c:14]2[cH:13][cH:12][c:11]([F:10])[cH:16][cH:15]2)[c:6](=[O:9])[n:7][cH:8]1.